Dataset: the Open Reaction Database (ORD), a public repository of structured organic reaction records. Task: describe an organic reaction: reactants, conditions, products, and yield Starting materials: CC(C)=O, Cl, O=C(O)CC1CCC2(CC1)OCCO2. Product: O=C(O)CC1CCC(=O)CC1. As a reaction SMILES: [CH3:16][C:17](=[O:18])[CH3:19].[ClH:15].[O:1]1[CH2:4][CH2:3][O:2][C:5]12[CH2:6][CH2:7][CH:8]([CH2:11][C:12](=[O:13])[OH:14])[CH2:9][CH2:10]2>>[O:1]=[C:5]1[CH2:6][CH2:7][CH:8]([CH2:11][C:12](=[O:13])[OH:14])[CH2:9][CH2:10]1.